This data is from the Open Reaction Database (ORD), a public repository of structured organic reaction records. The task is: describe an organic reaction: reactants, conditions, products, and yield Reactants: Cl, NCC1CCCc2cc(S(=O)(=O)c3cccc(F)c3)ccc21, NS(N)(=O)=O, C1COCCO1, O. The product is NS(=O)(=O)NCC1CCCc2cc(S(=O)(=O)c3cccc(F)c3)ccc21. Reaction SMILES: [ClH:1].[F:2][c:3]1[cH:4][c:5]([S:9](=[O:10])(=[O:11])[c:12]2[cH:13][c:14]3[c:19]([cH:20][cH:21]2)[CH:18]([CH2:22][NH2:23])[CH2:17][CH2:16][CH2:15]3)[cH:6][cH:7][cH:8]1.[NH2:24][S:25]([NH2:26])(=[O:27])=[O:28].[O:30]1[CH2:31][CH2:32][O:33][CH2:34][CH2:35]1.[OH2:29]>>[F:2][c:3]1[cH:4][c:5]([S:9](=[O:10])(=[O:11])[c:12]2[cH:13][c:14]3[c:19]([cH:20][cH:21]2)[CH:18]([CH2:22][NH:23][S:25]([NH2:24])(=[O:27])=[O:28])[CH2:17][CH2:16][CH2:15]3)[cH:6][cH:7][cH:8]1.